This data is from the Open Reaction Database (ORD), a public repository of structured organic reaction records. The task is: describe an organic reaction: reactants, conditions, products, and yield Reactants: OC1=C(C(=O)OC)C=CC(=C1)OCC1=CC=C(C=C1)Cl (methyl 2-hydroxy-4-(4-chlorobenzyloxy)benzoate), [H-].[Na+] (NaH), C(C1=CC=CC=C1)Br (Benzyl bromide). The solvent is CN(C=O)C (dimethylformamide). Run at temperature 25 celsius, time 20 minute. Product: C(C1=CC=CC=C1)OC1=C(C(=O)OC)C=CC(=C1)OCC1=CC=C(C=C1)Cl (methyl 2-benzyloxy-4-(4-chlorobenzyloxy)benzoate). Yield: 75.0%. RXN SMILES: [OH:1][C:2]1[CH:11]=[C:10]([O:12][CH2:13][C:14]2[CH:19]=[CH:18][C:17]([Cl:20])=[CH:16][CH:15]=2)[CH:9]=[CH:8][C:3]=1[C:4]([O:6][CH3:7])=[O:5].[H-].[Na+].[CH2:23](Br)[C:24]1[CH:29]=[CH:28][CH:27]=[CH:26][CH:25]=1>CN(C)C=O>[CH2:23]([O:1][C:2]1[CH:11]=[C:10]([O:12][CH2:13][C:14]2[CH:19]=[CH:18][C:17]([Cl:20])=[CH:16][CH:15]=2)[CH:9]=[CH:8][C:3]=1[C:4]([O:6][CH3:7])=[O:5])[C:24]1[CH:29]=[CH:28][CH:27]=[CH:26][CH:25]=1 |f:1.2|. Procedure: A solution of methyl 2-hydroxy-4-(4-chlorobenzyloxy)benzoate (5.2 g) in dry dimethylformamide (DMF) (50 mL) is treated with NaH (60% dispersion, 0.71 g) and stirred at 25° C. for 20 minutes. Benzyl bromide (2.12 mL) is added and the solution heated at 60° C. for 2 hours. The solution is evaporated. The residue is dissolved in ethyl acetate, washed with water, dried, and evaporated. The residue is recrystallized from ethyl acetate to yield methyl 2-benzyloxy-4-(4-chlorobenzyloxy)benzoate as colou... The reactants are N1N=C(C2=CC=CC=C12)CC(=O)O (2-(1H-indazol-3-yl)acetic acid), C(C)O (ethanol). Product: N1N=C(C2=CC=CC=C12)CC(=O)OCC (ethyl 2-(1H-indazol-3-yl)acetate). The yield is 87.8%. As a reaction SMILES: [NH:1]1[C:9]2[C:4](=[CH:5][CH:6]=[CH:7][CH:8]=2)[C:3]([CH2:10][C:11]([OH:13])=[O:12])=[N:2]1.[CH2:14](O)[CH3:15]>>[NH:1]1[C:9]2[C:4](=[CH:5][CH:6]=[CH:7][CH:8]=2)[C:3]([CH2:10][C:11]([O:13][CH2:14][CH3:15])=[O:12])=[N:2]1. Procedure details: 2-(1H-indazol-3-yl)acetic acid (3.9 g, 22.1 mmol) was dissolved in anhydrous ethanol (100 mL) concentrated sulfuric acid (5 mL), and heated under reflux for 16 hours. It was concentrated under reduce pressure to remove most of ethanol, then water (30 mL) was added, and extracted with ethyl acetate. The organic phase was dried over anhydrous sodium sulfate, concentrated to obtain the product 3.96 g, at a yield of 87.8%. Reactants: BrCCCCCCBr, O=C(NC1CCC(O)CC1)OCc1ccccc1, ClCCl, [Na+], [OH-]. RXN SMILES: [Br:19][CH2:20][CH2:21][CH2:22][CH2:23][CH2:24][CH2:25][Br:26].[CH2:1]([c:2]1[cH:3][cH:4][cH:5][cH:6][cH:7]1)[O:8][C:9]([NH:10][CH:11]1[CH2:12][CH2:13][CH:14]([OH:17])[CH2:15][CH2:16]1)=[O:18].[Cl:29][CH2:30][Cl:31].[Na+:28].[OH-:27]>>[CH2:1]([c:2]1[cH:3][cH:4][cH:5][cH:6][cH:7]1)[O:8][C:9]([NH:10][CH:11]1[CH2:12][CH2:13][CH:14]([O:17][CH2:25][CH2:24][CH2:23][CH2:22][CH2:21][CH2:20][Br:19])[CH2:15][CH2:16]1)=[O:18]. Product: O=C(NC1CCC(OCCCCCCBr)CC1)OCc1ccccc1. The reactants are S(=O)(=O)(C1=CC=C(C)C=C1)OC[C@@H](O)[C@H](O)COS(=O)(=O)C1=CC=C(C)C=C1 (1,4-di-O-tosyl-D-threitol), C(C1=CC=CC=C1)N (benzylamine), C(O)([O-])=O.[Na+] (sodium hydrogen carbonate). Solvent: O1CCOCC1 (1,4-dioxane). Product: C(C1=CC=CC=C1)N1C[C@H]([C@@H](C1)O)O ((3R,4R)-1-benzylpyrrolidine-3,4-diol). The yield is 45.8%. As a reaction SMILES: S(O[CH2:12][C@H:13]([C@@H:15]([CH2:17]OS(C1C=CC(C)=CC=1)(=O)=O)[OH:16])[OH:14])(C1C=CC(C)=CC=1)(=O)=O.[CH2:29]([NH2:36])[C:30]1[CH:35]=[CH:34][CH:33]=[CH:32][CH:31]=1.C(=O)([O-])O.[Na+]>O1CCOCC1>[CH2:29]([N:36]1[CH2:12][C@@H:13]([OH:14])[C@H:15]([OH:16])[CH2:17]1)[C:30]1[CH:35]=[CH:34][CH:33]=[CH:32][CH:31]=1 |f:2.3|. Procedure: To a 1,4-dioxane (20 mL) solution of 1,4-di-O-tosyl-D-threitol (9.15 g, 21.25 mmol), benzylamine (9.29 mL, 85.0 mmol) was added, and the mixture was heated to reflux under a nitrogen stream for 4 days while stirring. The reaction liquor was returned to room temperature, and then a saturated aqueous solution of sodium hydrogen carbonate (50 mL) was added. The mixture was extracted with ethyl acetate. The extract was washed with saturated brine, dried over anhydrous sodium sulfate, and concentrate... Reactants: Cl (hydrochloric acid), COC1=CC=C(C=C1)C=1SC=2C(N1)=C(C=CC2)C(=O)N (2-(4-methoxyphenyl)benzo[d]thiazole-4-carboxamide), solution, B(Br)(Br)Br (boron tribromide). The solvent is ClCCl (dichloromethane). Yields the product OC1=CC=C(C=C1)C=1SC=2C(N1)=C(C=CC2)C(=O)N (2-(4-hydroxyphenyl)benzo[d]thiazole-4-carboxamide). As a reaction SMILES: C[O:2][C:3]1[CH:8]=[CH:7][C:6]([C:9]2[S:10][C:11]3[C:12](=[C:14]([C:18]([NH2:20])=[O:19])[CH:15]=[CH:16][CH:17]=3)[N:13]=2)=[CH:5][CH:4]=1.B(Br)(Br)Br.Cl>ClCCl>[OH:2][C:3]1[CH:4]=[CH:5][C:6]([C:9]2[S:10][C:11]3[C:12](=[C:14]([C:18]([NH2:20])=[O:19])[CH:15]=[CH:16][CH:17]=3)[N:13]=2)=[CH:7][CH:8]=1. Procedure details: A mixture of EXAMPLE 1E (0.55 g) and a 1M solution of boron tribromide in dichloromethane (25.1 mL) were stirred at ambient temperature for 3 hours. The mixture was poured into 1N hydrochloric acid and extracted with ethyl acetate. The precipitate that formed in the aqueous phase was filtered to afford the title compound. 1H NMR (DMSO-d6) δ 10.35 (s, 1H), 9.27 (s, 1H), 8.30 (d, J=6.7 Hz, 1H), 8.17 (d, J=6.7 Hz, 1H), 8.00-8.03 (m, 2H), 8.92 (s, 1H), 7.53 (t, J=7.9 Hz, 1H), 6.95-6.99 (m, 2H). The reactants are CC(C)(C)[Si](OC1=CC=C(C=C1)C(=O)C1=CC2=C(OC(O2)(F)F)C=C1)(C)C ([4-[(1,1dimethylethyl)dimethylsilyloxy]phenyl](2,2-difluoro-1,3-benzodioxol-5-yl) ketone), [F-].C(CCC)[N+](CCCC)(CCCC)CCCC (tetrabutylammonium fluoride). Run in O1CCCC1 (tetrahydrofuran). The product is FC1(OC2=C(O1)C=CC(=C2)C(=O)C2=CC=C(C=C2)O)F (4-hydroxyphenyl (2,2-difluoro-1,3-benzodioxol-5-yl) ketone). Isolated yield 99.2%. As a reaction SMILES: CC([Si](C)(C)[O:6][C:7]1[CH:12]=[CH:11][C:10]([C:13]([C:15]2[CH:25]=[CH:24][C:18]3[O:19][C:20]([F:23])([F:22])[O:21][C:17]=3[CH:16]=2)=[O:14])=[CH:9][CH:8]=1)(C)C.[F-].C([N+](CCCC)(CCCC)CCCC)CCC>O1CCCC1>[F:23][C:20]1([F:22])[O:19][C:18]2[CH:24]=[CH:25][C:15]([C:13]([C:10]3[CH:11]=[CH:12][C:7]([OH:6])=[CH:8][CH:9]=3)=[O:14])=[CH:16][C:17]=2[O:21]1 |f:1.2|. Procedure details: A solution of 11.4 grams (0.029 mole) of [4-[(1,1dimethylethyl)dimethylsilyloxy]phenyl](2,2-difluoro-1,3-benzodioxol-5-yl) ketone in 50 mL of tetrahydrofuran was stirred, and 13.7 grams (0.044 mole) of tetrabutylammonium fluoride was added. Upon completion of addition the reaction mixture was stirred for ten minutes. After this time the reaction mixture was washed in turn with an aqueous solution saturated with ammonium chloride, water, aqueous dilute hydrochloric acid, and an aqueous solution s...